Dataset: the Open Reaction Database (ORD), a public repository of structured organic reaction records. Task: describe an organic reaction: reactants, conditions, products, and yield Starting materials: C1(CCCC1)C(=O)Cl (cyclopentane carbonylchloride), Cl.N[C@H](CCCNC(OCC1=CC=CC=C1)=O)C(=O)N1CC([C@@](CC1)(O)C1=CC=C(C=C1)Cl)(C)C (Benzyl (R)-4-amino-5-((S)-4-(4-chlorophenyl)-4-hydroxy-3,3-dimethylpiperidin-1-yl)-5-oxopentylcarbamate hydrochloride), CCN(C(C)C)C(C)C (DIPEA). Solvent: ClCCl (dichloromethane). Reaction conditions: time 2 hour. Yields the product ClC1=CC=C(C=C1)[C@@]1(C(CN(CC1)C([C@@H](CCCNC(OCC1=CC=CC=C1)=O)NC(=O)C1CCCC1)=O)(C)C)O (benzyl (R)-5-((S)-4-(4-chlorophenyl)-4-hydroxy-3,3-dimethylpiperidin-1-yl)-4-(cyclopentanecarboxamido)-5-oxopentylcarbamate). Reaction SMILES: Cl.[NH2:2][C@@H:3]([C:18]([N:20]1[CH2:25][CH2:24][C@@:23]([C:27]2[CH:32]=[CH:31][C:30]([Cl:33])=[CH:29][CH:28]=2)([OH:26])[C:22]([CH3:35])([CH3:34])[CH2:21]1)=[O:19])[CH2:4][CH2:5][CH2:6][NH:7][C:8](=[O:17])[O:9][CH2:10][C:11]1[CH:16]=[CH:15][CH:14]=[CH:13][CH:12]=1.[CH:36]1([C:41](Cl)=[O:42])[CH2:40][CH2:39][CH2:38][CH2:37]1.CCN(C(C)C)C(C)C>ClCCl>[Cl:33][C:30]1[CH:29]=[CH:28][C:27]([C@@:23]2([OH:26])[CH2:24][CH2:25][N:20]([C:18](=[O:19])[C@H:3]([NH:2][C:41]([CH:36]3[CH2:40][CH2:39][CH2:38][CH2:37]3)=[O:42])[CH2:4][CH2:5][CH2:6][NH:7][C:8](=[O:17])[O:9][CH2:10][C:11]3[CH:12]=[CH:13][CH:14]=[CH:15][CH:16]=3)[CH2:21][C:22]2([CH3:35])[CH3:34])=[CH:32][CH:31]=1 |f:0.1|. Reported procedure: Benzyl (R)-4-amino-5-((S)-4-(4-chlorophenyl)-4-hydroxy-3,3-dimethylpiperidin-1-yl)-5-oxopentylcarbamate hydrochloride (50.5 mg, 0.096 mmol) was dissolved in dichloromethane (0.5 mL) and added cyclopentane carbonylchloride (14 μL, 0.12 mmol) followed by DIPEA (42 μL, 0.24 mmol). The solution was stirred for 2 h, concentrated, and partitioned between EtOAc (2 mL) and aq NaHCO3 (0.5 mL). The EtOAc layer was separated, dried over magnesium sulfate, and concentrated to give benzyl (R)-5-((S)-4-(4-chl... Reactants: C(C1=CC=CC=C1)OC(=O)NC(CC(=O)OCC)C1CCN(CC1)C(=O)OC(C)(C)C (tert-butyl 4-(1-(benzyloxycarbonylamino)-3-ethoxy-3-oxopropyl)piperidine-1-carboxylate), C(=O)(C(F)(F)F)O (TFA). The solvent is C(Cl)Cl (CH2Cl2). Run at time 3 hour. The product is C(C1=CC=CC=C1)OC(=O)NC(CC(=O)OCC)C1CCNCC1 (ethyl 3-(benzyloxycarbonylamino)-3-(piperidin-4-yl)propanoate), C(=O)(C(F)(F)F)O (TFA). As a reaction SMILES: [CH2:1]([O:8][C:9]([NH:11][CH:12]([CH:19]1[CH2:24][CH2:23][N:22](C(OC(C)(C)C)=O)[CH2:21][CH2:20]1)[CH2:13][C:14]([O:16][CH2:17][CH3:18])=[O:15])=[O:10])[C:2]1[CH:7]=[CH:6][CH:5]=[CH:4][CH:3]=1.[C:32]([OH:38])([C:34]([F:37])([F:36])[F:35])=[O:33]>C(Cl)Cl>[CH2:1]([O:8][C:9]([NH:11][CH:12]([CH:19]1[CH2:24][CH2:23][NH:22][CH2:21][CH2:20]1)[CH2:13][C:14]([O:16][CH2:17][CH3:18])=[O:15])=[O:10])[C:2]1[CH:3]=[CH:4][CH:5]=[CH:6][CH:7]=1.[C:32]([OH:38])([C:34]([F:37])([F:36])[F:35])=[O:33]. Procedure: To a solution of tert-butyl 4-(1-(benzyloxycarbonylamino)-3-ethoxy-3-oxopropyl)piperidine-1-carboxylate (660 mg, 1.52 mmol) in CH2Cl2 (5 mL), TFA (5 mL) was added. The mixture was stirred at room temperature for 3 h. It was concentrated in vacuo. The residue was purified by HPLC to give ethyl 3-(benzyloxycarbonylamino)-3-(piperidin-4-yl)propanoate as TFA salt. The salt was dissolved in EtOAc (50 mL), which was washed with 5% NaHCO3, dried over Na2SO4, concentrated in vacuo to give ethyl 3-(benzy... Reactants: O=C(Br)CBr, Cc1ccccc1, Nc1ccc(Cl)cn1, c1ccncc1. Yields the product O=C(CBr)Nc1ccc(Cl)cn1. As a reaction SMILES: [Br:15][CH2:16][C:17](=[O:18])[Br:19].[CH3:20][c:21]1[cH:22][cH:23][cH:24][cH:25][cH:26]1.[Cl:1][c:2]1[cH:3][cH:4][c:5]([NH2:8])[n:6][cH:7]1.[cH:9]1[cH:10][cH:11][n:12][cH:13][cH:14]1>>[Cl:1][c:2]1[cH:3][cH:4][c:5]([NH:8][C:17]([CH2:16][Br:15])=[O:18])[n:6][cH:7]1. Reactants: CCC(C)C(NC(=O)OC(C)(C)C)C(=O)N1CC(F)C1, Cl. Product: CCC(C)C(N)C(=O)N1CC(F)C1. As a reaction SMILES: [C:2]([O:3][C:4](=[O:5])[NH:8][CH:9]([CH:10]([CH2:11][CH3:12])[CH3:13])[C:14](=[O:15])[N:16]1[CH2:17][CH:18]([F:20])[CH2:19]1)([CH3:6])([CH3:7])[CH3:21].[ClH:1]>>[NH2:8][CH:9]([CH:10]([CH2:11][CH3:12])[CH3:13])[C:14](=[O:15])[N:16]1[CH2:17][CH:18]([F:20])[CH2:19]1. Reactants: N1(CCNCC1)C=1C(C=CC=CC1)=O (2-(1-Piperazinyl)-2,4,6-cycloheptatrien-1-one), ClCC(C)=O (1-chloro-2-propanone), C([O-])([O-])=O.[K+].[K+] (potassium carbonate). Run in C(C)#N (acetonitrile). The product is O=C(CN1CCN(CC1)C=1C(C=CC=CC1)=O)C (2-[4-(2-oxopropyl)-1-piperazinyl]-2,4,6-cycloheptatrien-1-one). The yield is 42.0%. As a reaction SMILES: [N:1]1([C:7]2[C:8](=[O:14])[CH:9]=[CH:10][CH:11]=[CH:12][CH:13]=2)[CH2:6][CH2:5][NH:4][CH2:3][CH2:2]1.Cl[CH2:16][C:17](=[O:19])[CH3:18].C(=O)([O-])[O-].[K+].[K+]>C(#N)C>[O:19]=[C:17]([CH3:18])[CH2:16][N:4]1[CH2:3][CH2:2][N:1]([C:7]2[C:8](=[O:14])[CH:9]=[CH:10][CH:11]=[CH:12][CH:13]=2)[CH2:6][CH2:5]1 |f:2.3.4|. Reported procedure: A mixture of 2-(1-piperazinyl)-2,4,6-cycloheptatrien-1-one (12.4 g, described in Example 3), 1-chloro-2-propanone (5.55 g), potassium carbonate (11.04 g) and acetonitrile (120 ml) was refluxed for 4 hr and filtered. Chloroform and water were added to the filtrate. The organic phase was separated, washed with water, dried and evaporated. The residue was chromatographed on silica gel using methanol-ethyl acetate and the eluates were evaporated to give an oil (6.21 g) of 2-[4-(2-oxopropyl)-1-pipera... Starting materials: COc1cccc(C2(N)CCC(=O)CC2)c1, O=C(CNC(=O)c1cccc(C(F)(F)F)c1)NC1CNC1. Yields the product COc1cccc(C2(N)CCC(N3CC(NC(=O)CNC(=O)c4cccc(C(F)(F)F)c4)C3)CC2)c1. As a reaction SMILES: [NH2:1][C:2]1([c:9]2[cH:10][c:11]([O:15][CH3:16])[cH:12][cH:13][cH:14]2)[CH2:3][CH2:4][C:5](=[O:8])[CH2:6][CH2:7]1.[NH:17]1[CH2:18][CH:19]([NH:21][C:22](=[O:23])[CH2:24][NH:25][C:26]([c:27]2[cH:28][c:29]([C:33]([F:34])([F:35])[F:36])[cH:30][cH:31][cH:32]2)=[O:37])[CH2:20]1>>[NH2:1][C:2]1([c:9]2[cH:10][c:11]([O:15][CH3:16])[cH:12][cH:13][cH:14]2)[CH2:3][CH2:4][CH:5]([N:17]2[CH2:18][CH:19]([NH:21][C:22](=[O:23])[CH2:24][NH:25][C:26]([c:27]3[cH:28][c:29]([C:33]([F:34])([F:35])[F:36])[cH:30][cH:31][cH:32]3)=[O:37])[CH2:20]2)[CH2:6][CH2:7]1. Starting materials: FC(C=1C=C2C=C(N(C2=CC1)CC1=CC(=CC=C1)F)C(=O)O)(F)F (5-trifluoromethyl-1-(3-fluorobenzyl)-1H-indole-2-carboxylic acid), OC1CN(C1)C1=NC=C(C=C1)N (2-(3-hydroxyazetidin-1-yl)-5-aminopyridine). Yields the product OC1CN(C1)C1=CC=C(C=N1)NC(=O)C=1N(C2=CC=C(C=C2C1)C(F)(F)F)CC1=CC(=CC=C1)F (N-[6-(3-Hydroxyazetidin-1-yl)pyridin-3-yl]-1-(3-fluorobenzyl)-5-trifluoromethyl-1H-indole-2-carboxamide). RXN SMILES: [F:1][C:2]([F:24])([F:23])[C:3]1[CH:4]=[C:5]2[C:9](=[CH:10][CH:11]=1)[N:8]([CH2:12][C:13]1[CH:18]=[CH:17][CH:16]=[C:15]([F:19])[CH:14]=1)[C:7]([C:20]([OH:22])=O)=[CH:6]2.[OH:25][CH:26]1[CH2:29][N:28]([C:30]2[CH:35]=[CH:34][C:33]([NH2:36])=[CH:32][N:31]=2)[CH2:27]1>>[OH:25][CH:26]1[CH2:29][N:28]([C:30]2[N:31]=[CH:32][C:33]([NH:36][C:20]([C:7]3[N:8]([CH2:12][C:13]4[CH:18]=[CH:17][CH:16]=[C:15]([F:19])[CH:14]=4)[C:9]4[C:5]([CH:6]=3)=[CH:4][C:3]([C:2]([F:23])([F:1])[F:24])=[CH:11][CH:10]=4)=[O:22])=[CH:34][CH:35]=2)[CH2:27]1. Procedure: The process is carried out according to the method described in example 2, using 5-trifluoromethyl-1-(3-fluorobenzyl)-1H-indole-2-carboxylic acid (WO 2006/072736) and 2-(3-hydroxyazetidin-1-yl)-5-aminopyridine, prepared in step 10.2 of example 10 (Compound Ve). Reactants: Cl.C(C)(C)ON (O-isopropylhydroxylamine hydrochloride), ClC1=C(C=NC2=CC=CC=C12)NC(CC)=O (N-(4-chloroquinolin-3-yl)propionamide). Run in C(C)O (ethanol). Yields the product C(C)C=1N(C2=C(C=NC=3C=CC=CC23)N1)OC(C)C (2-ethyl-1-isopropoxy-1H-imidazo[4,5-c]quinoline). The yield is 94.9%. Reaction SMILES: Cl.[CH:2]([O:5][NH2:6])([CH3:4])[CH3:3].Cl[C:8]1[C:17]2[C:12](=[CH:13][CH:14]=[CH:15][CH:16]=2)[N:11]=[CH:10][C:9]=1[NH:18][C:19](=O)[CH2:20][CH3:21]>C(O)C>[CH2:20]([C:19]1[N:6]([O:5][CH:2]([CH3:4])[CH3:3])[C:8]2[C:17]3[CH:16]=[CH:15][CH:14]=[CH:13][C:12]=3[N:11]=[CH:10][C:9]=2[N:18]=1)[CH3:21] |f:0.1|. Procedure details: O-isopropylhydroxylamine hydrochloride (2.5 g, 1.7 eq) was added to a solution of N-(4-chloroquinolin-3-yl)propionamide (3.1 g, 1.0 eq) in ethanol (150 mL). The reaction mixture was heated at reflux for 3 hours, cooled to ambient temperature, and then concentrated under reduced pressure. The residue was partitioned between dichloromethane and aqueous saturated sodium bicarbonate. The organic layer was separated and concentrated under reduced pressure to provide 3.2 g of 2-ethyl-1-isopropoxy-1H-i...